From a dataset of the Open Reaction Database (ORD), a public repository of structured organic reaction records. describe an organic reaction: reactants, conditions, products, and yield Starting materials: FC(C1=CC=C(CBr)C=C1)(F)F (4-trifluoromethylbenzyl bromide), ClC1=CC=C(C=C1)C1=C(C=2N(C(=N1)N1CC(C1)(C(=O)N)NCC)C(N(N2)CC)=O)C2=CC=C(C=C2)Cl (1-(7,8-bis(4-chlorophenyl)-2-ethyl-3-oxo-2,3-dihydro-[1,2,4]triazolo[4,3-c]pyrimidin-5-yl)-3-(ethylamino)azetidine-3-carboxamide), ClC1=NC(=C(C=2N1C(NN2)=O)C2=CC=C(C=C2)Cl)C2=CC=C(C=C2)Cl (5-chloro-7,8-bis(4-chlorophenyl)-[1,2,4]triazolo[4,3-c]pyrimidin-3(2H)-one), [Cl-] (chloride), amine. The product is ClC1=CC=C(C=C1)C1=C(C=2N(C(=N1)N1CCN(CC1)C)C(N(N2)CC2=CC=C(C=C2)C(F)(F)F)=O)C2=CC=C(C=C2)Cl (7,8-bis(4-chlorophenyl)-5-(4-methylpiperazin-1-yl)-2-(4-(trifluoromethyl)benzyl)-[1,2,4]triazolo[4,3-c]pyrimidin-3(2H)-one). RXN SMILES: Cl[C:2]1[N:7]2[C:8](=[O:11])[NH:9][N:10]=[C:6]2[C:5]([C:12]2[CH:17]=[CH:16][C:15]([Cl:18])=[CH:14][CH:13]=2)=[C:4]([C:19]2[CH:24]=[CH:23][C:22]([Cl:25])=[CH:21][CH:20]=2)[N:3]=1.[Cl-].[F:27][C:28]([F:38])([F:37])[C:29]1[CH:36]=[CH:35][C:32]([CH2:33]Br)=[CH:31][CH:30]=1.ClC1C=CC(C2N=C([N:52]3[CH2:55][C:54]([NH:59][CH2:60][CH3:61])(C(N)=O)[CH2:53]3)N3C(=O)N(CC)N=C3C=2C2C=CC(Cl)=CC=2)=CC=1>>[Cl:25][C:22]1[CH:23]=[CH:24][C:19]([C:4]2[N:3]=[C:2]([N:59]3[CH2:54][CH2:55][N:52]([CH3:53])[CH2:61][CH2:60]3)[N:7]3[C:8](=[O:11])[N:9]([CH2:33][C:32]4[CH:35]=[CH:36][C:29]([C:28]([F:38])([F:37])[F:27])=[CH:30][CH:31]=4)[N:10]=[C:6]3[C:5]=2[C:12]2[CH:13]=[CH:14][C:15]([Cl:18])=[CH:16][CH:17]=2)=[CH:20][CH:21]=1. Procedure details: The title compound was prepared in two steps from 5-chloro-7,8-bis(4-chlorophenyl)-[1,2,4]triazolo[4,3-c]pyrimidin-3(2H)-one by nucleophilic displacement of chloride with the requisite amine, followed by alkylation with 4-trifluoromethylbenzyl bromide, in a manner analogous to that in which 1-(7,8-bis(4-chlorophenyl)-2-ethyl-3-oxo-2,3-dihydro-[1,2,4]triazolo[4,3-c]pyrimidin-5-yl)-3-(ethylamino)azetidine-3-carboxamide was prepared. HPLC/MS: retention time=3.90 min, [M+H]30 =613. Product: CCOC(=O)CCC(NC(=O)c1ccc(Br)s1)C(=O)OCC. Reaction SMILES: [Br:1][c:2]1[cH:3][cH:4][c:5]([C:7](=[O:8])[OH:9])[s:6]1.[CH2:11]([CH3:12])[O:13][C:14]([CH:15]([NH2:16])[CH2:17][CH2:18][C:19](=[O:20])[O:21][CH2:22][CH3:23])=[O:24].[ClH:10]>>[Br:1][c:2]1[cH:3][cH:4][c:5]([C:7](=[O:9])[NH:16][CH:15]([C:14]([O:13][CH2:11][CH3:12])=[O:24])[CH2:17][CH2:18][C:19](=[O:20])[O:21][CH2:22][CH3:23])[s:6]1. The reactants are O=C(O)c1ccc(Br)s1, CCOC(=O)CCC(N)C(=O)OCC, Cl. The reactants are [Br-], O=CCOCc1ccccc1, C1CCOC1, CC(=O)OC(C)=O, CCOC(C)=O, C=C[Mg+], O. The product is C=CC(COCc1ccccc1)OC(C)=O. RXN SMILES: [Br-:12].[CH2:1]([c:2]1[cH:3][cH:4][cH:5][cH:6][cH:7]1)[O:8][CH2:9][CH:10]=[O:11].[CH2:24]1[O:25][CH2:26][CH2:27][CH2:28]1.[CH3:16][C:17](=[O:18])[O:19][C:20](=[O:21])[CH3:22].[CH3:29][CH2:30][O:31][C:32]([CH3:33])=[O:34].[CH:13](=[CH2:14])[Mg+:15].[OH2:23]>>[CH2:1]([c:2]1[cH:3][cH:4][cH:5][cH:6][cH:7]1)[O:8][CH2:9][CH:10]([O:11][C:17]([CH3:16])=[O:18])[CH:13]=[CH2:14].